The task is: describe an organic reaction: reactants, conditions, products, and yield. This data is from the Open Reaction Database (ORD), a public repository of structured organic reaction records. Reactants: S(=O)(=O)([O-])[O-].[Na+].[Na+] (sodium sulphate), FC1=CC=C(C=C1)C1(CCC2(OCCO2)CC1)C=NS(=O)C(C)(C)C (2-Methyl-propane-2-sulfinic acid 8-(4-fluoro-phenyl)-1,4-dioxa-spiro[4.5]dec-8-ylmethyleneamide), C(=C)[Mg]Br (vinylmagnesium bromide), C(=C)[Mg]Br (vinylmagnesium bromide). Solvent: O1CCCC1 (tetrahydrofuran). Conditions: time 17 hour. The product is FC1=CC=C(C=C1)C1(CCC2(OCCO2)CC1)C(C=C)NS(=O)C(C)(C)C (2-Methyl-propane-2-sulfinic acid {1-[8-(4-fluoro-phenyl)-1,4-dioxa-spiro[4.5]dec-8-yl]-allyl}-amide). Yield: 50.7%. As a reaction SMILES: [F:1][C:2]1[CH:7]=[CH:6][C:5]([C:8]2([CH:18]=[N:19][S:20]([C:22]([CH3:25])([CH3:24])[CH3:23])=[O:21])[CH2:17][CH2:16][C:11]3([O:15][CH2:14][CH2:13][O:12]3)[CH2:10][CH2:9]2)=[CH:4][CH:3]=1.[CH:26]([Mg]Br)=[CH2:27].S([O-])([O-])(=O)=O.[Na+].[Na+]>O1CCCC1>[F:1][C:2]1[CH:7]=[CH:6][C:5]([C:8]2([CH:18]([NH:19][S:20]([C:22]([CH3:25])([CH3:24])[CH3:23])=[O:21])[CH:26]=[CH2:27])[CH2:17][CH2:16][C:11]3([O:15][CH2:14][CH2:13][O:12]3)[CH2:10][CH2:9]2)=[CH:4][CH:3]=1 |f:2.3.4|. Reported procedure: Under argon, 2.00 g (5.44 mmol) of 2-methyl-propane-2-sulfinic acid 8-(4-fluoro-phenyl)-1,4-dioxa-spiro[4.5]dec-8-ylmethyleneamide (105) were dissolved in 27 mL of absolute tetrahydrofuran. Then, 5.99 mL (5.99 mmol) of vinylmagnesium bromide (1M in tetrahydrofuran) were added dropwise at 0° C. and the reaction mixture was stirred for 17 h at room temperature. Another 3 mL (3.00 mmol) of vinylmagnesium bromide (1M in tetrahydrofuran) were added and the mixture stirred for 20 h at room temperature... Starting materials: [Li]CCCC (n-BuLi), BrC=1C=C2C(=C(C(=NC2=CC1)C(F)(F)F)C1=CC=CC=C1)C(F)(F)F (6-Bromo-3-phenyl-2,4-bis(trifluoromethyl)quinoline), BrC=1C=C2C(=C(C(=NC2=CC1)C(F)(F)F)C1=CC=CC=C1)C(F)(F)F (6-Bromo-3-phenyl-2,4-bis(trifluoromethyl)quinoline), C1CCOC1 (THF), CC(C)(C)S(=O)N=C(C1=NC=CC=C1)C1=CN=CN1C (2-methyl-N-((1-methyl-1H-imidazol-5-yl)(pyridin-2-yl)methylene)propane-2-sulfinamide), CC(C)(C)S(=O)N=C(C1=NC=CC=C1)C1=CN=CN1C (2-methyl-N-((1-methyl-1H-imidazol-5-yl)(pyridin-2-yl)methylene)propane-2-sulfinamide), C1CCOC1 (THF). Run at time 2 minute. Yields the product CN1C=NC=C1C(O)(C1=NC=CC=C1)C=1C=C2C(=C(C(=NC2=CC1)C(F)(F)F)C1=CC=CC=C1)C(F)(F)F ((1-Methyl-1H-imidazol-5-yl)(3-phenyl-2,4-bis(trifluoromethyl)quinolin-6-yl)(pyridin-2-yl)methanol). Reaction SMILES: [Li]CCCC.Br[C:7]1[CH:8]=[C:9]2[C:14](=[CH:15][CH:16]=1)[N:13]=[C:12]([C:17]([F:20])([F:19])[F:18])[C:11]([C:21]1[CH:26]=[CH:25][CH:24]=[CH:23][CH:22]=1)=[C:10]2[C:27]([F:30])([F:29])[F:28].CC(S(N=[C:38]([C:45]1[N:49]([CH3:50])[CH:48]=[N:47][CH:46]=1)[C:39]1[CH:44]=[CH:43][CH:42]=[CH:41][N:40]=1)=O)(C)C.C1C[O:54]CC1>>[CH3:50][N:49]1[C:45]([C:38]([C:7]2[CH:8]=[C:9]3[C:14](=[CH:15][CH:16]=2)[N:13]=[C:12]([C:17]([F:20])([F:19])[F:18])[C:11]([C:21]2[CH:26]=[CH:25][CH:24]=[CH:23][CH:22]=2)=[C:10]3[C:27]([F:30])([F:29])[F:28])([C:39]2[CH:44]=[CH:43][CH:42]=[CH:41][N:40]=2)[OH:54])=[CH:46][N:47]=[CH:48]1. Procedure details: A solution of n-BuLi (2.5 M in hexanes, 0.10 mL, 0.25 mmol) was added dropwise by syringe to a solution of 6-iodo-3-phenyl-2,4-bis(trifluoromethyl)quinoline (122 mg, 0.261 mmol, Intermediate 8, step d) in dry THF (4.5 mL) in a dry ice-acetone bath. After 2 min, a solution of (1-methyl-1H-imidazol-5-yl)(pyridin-2-yl)methanone (0.0540 g, 0.288 mmol, Intermediate 11, step b) in dry THF (0.25 mL) was added dropwise. The reaction mixture was stirred for 5 min in a dry ice-acetone bath, then the react... Reactants: N (ammonia), [N+](=O)([O-])C1=CC=CC=2C(C3=C(C=CC=C3C(C12)=O)[N+](=O)[O-])=O (1,5-dinitro-anthraquinone), [Br-].[NH4+] (ammonium bromide). Solvent: C(COCCO)O (diethylene glycol). Yields the product NC1=CC=CC=2C(C3=C(C=CC=C3C(C12)=O)[N+](=O)[O-])=O (1-amino-5-nitroanthraquinone). Isolated yield 86.2%. Reaction SMILES: N.[N+:2]([C:5]1[C:18]2[C:17](=[O:19])[C:16]3[C:11](=[C:12]([N+:20]([O-])=O)[CH:13]=[CH:14][CH:15]=3)[C:10](=[O:23])[C:9]=2[CH:8]=[CH:7][CH:6]=1)([O-:4])=[O:3].[Br-].[NH4+]>C(O)COCCO>[NH2:20][C:12]1[C:11]2[C:10](=[O:23])[C:9]3[C:18](=[C:5]([N+:2]([O-:4])=[O:3])[CH:6]=[CH:7][CH:8]=3)[C:17](=[O:19])[C:16]=2[CH:15]=[CH:14][CH:13]=1 |f:2.3|. Procedure details: 17.5 liters (STP)/hour of ammonia are passed, under normal pressure, for 40 minutes into a solution of 60 g of 1,5-dinitro-anthraquinone (97% pure) and 5 g of ammonium bromide in 450 g of diethylene glycol, at 220° C, while stirring vigorously. After cooling, the product is filtered off and washed with water. After drying, 46.5 g of 80.5% pure 1-amino-5-nitroanthraquinone (71.5% of theory) are obtained. The product contains 19.0% (19.0% of theory) of 1,5-diaminoanthraquinone. Starting materials: NC1=C(CO)C=CC=C1 (o-aminobenzyl alcohol), BrC=1C(N(C(C1)=O)C(C#N)(C)C(C)C)=O (3-bromo-α-isopropyl-α-methyl-2,5-dioxo-3-pyrroline-1-acetonitrile), 5. Run in C(C)O (ethanol). Reaction conditions: time 20 hour. Yields the product C(#N)C(C(C)C)(C)N1C(C(=CC1=O)NC1=C(C=CC=C1)CO)=O (N-(1-cyano-1,2-dimethylpropyl)-2-(2-hydroxymethylanilino)maleimide). RXN SMILES: [NH2:1][C:2]1[CH:9]=[CH:8][CH:7]=[CH:6][C:3]=1[CH2:4][OH:5].Br[C:11]1[C:12](=[O:24])[N:13]([C:17]([CH:21]([CH3:23])[CH3:22])([CH3:20])[C:18]#[N:19])[C:14](=[O:16])[CH:15]=1>C(O)C>[C:18]([C:17]([N:13]1[C:12](=[O:24])[CH:11]=[C:15]([NH:1][C:2]2[CH:9]=[CH:8][CH:7]=[CH:6][C:3]=2[CH2:4][OH:5])[C:14]1=[O:16])([CH3:20])[CH:21]([CH3:22])[CH3:23])#[N:19]. Procedure: To o-aminobenzyl alcohol, (2 g, 0.0125 mol) and 3-bromo-α-isopropyl-α-methyl-2,5-dioxo-3-pyrroline-1-acetonitrile (2.7 g, 0.01 mol) is added absolute ethanol (100 ml) containing 3 g of 5 A pulverized sieves. The mixture is stirred for 20 hours at room temperature. The solvent is removed and the residue is purified through a silica gel dry column, eluant ether-hexane (2:1). Starting bromomaleimide is first recovered, followed by a bright yellow solid 1.89 g (60%), mp 39°-45° C. Anal. calcd. for C... Reaction SMILES: [Br:1][c:2]1[n:3]([CH3:7])[cH:4][cH:5][n:6]1.[CH2:19]1[O:20][CH2:21][CH2:22][CH2:23]1.[O:8]1[CH2:9][CH2:10][O:11][C:12]12[CH2:13][CH2:14][C:15](=[O:18])[CH2:16][CH2:17]2>>[c:2]1([C:15]2([OH:18])[CH2:14][CH2:13][C:12]3([O:8][CH2:9][CH2:10][O:11]3)[CH2:17][CH2:16]2)[n:3]([CH3:7])[cH:4][cH:5][n:6]1. Starting materials: Cn1ccnc1Br, C1CCOC1, O=C1CCC2(CC1)OCCO2. The product is Cn1ccnc1C1(O)CCC2(CC1)OCCO2. The reactants are [N+](=O)([O-])C=1C=C(C(=O)OCC)C=CC1C(F)(F)F (ethyl 3-nitro-4-(trifluoromethyl)benzoate), [H][H] (hydrogen). The reagents and catalysts are [Pt]=O (platinum oxide). Run in C(C)O (ethanol). Yields the product NC=1C=C(C(=O)OCC)C=CC1C(F)(F)F (Ethyl 3-Amino-4-(trifluoromethyl)benzoate). The yield is 77.0%. Reaction SMILES: [N+:1]([C:4]1[CH:5]=[C:6]([CH:12]=[CH:13][C:14]=1[C:15]([F:18])([F:17])[F:16])[C:7]([O:9][CH2:10][CH3:11])=[O:8])([O-])=O.[H][H]>[Pt]=O.C(O)C>[NH2:1][C:4]1[CH:5]=[C:6]([CH:12]=[CH:13][C:14]=1[C:15]([F:16])([F:17])[F:18])[C:7]([O:9][CH2:10][CH3:11])=[O:8]. Procedure details: A mixture of 395 mg (1.50 mmol) of ethyl 3-nitro-4-(trifluoromethyl)benzoate (from Step C), 20 mg of platinum oxide, and 6 mL of ethanol was shaken with hydrogen at 3-4 atm. for a few hours, by which time the reaction was essentially complete. The catalyst was removed by filtration, and the filtrate was concentrated to dryness. The residue was chromatographed on silica gel (elution with 25:1 hexane-EtOAc) to afford a 77% yield of the title compound as a pale yellow, gummy foam; TLC in 4:1 hexane... Starting materials: P(O)(O)(O)=O (phosphoric acid), C(CCCCCCCCCCCCCCCCC)N (octadecylamine). The solvent is C1CCOC1 (THF). Reaction conditions: temperature 80 celsius. The product is P(=O)(O)(O)O.C(CCCCCCCCCCCCCCCCC)N (Octadecylamine Dihydrogen Phosphate Salt). Reaction SMILES: [P:1](=[O:5])([OH:4])([OH:3])[OH:2].[CH2:6]([NH2:24])[CH2:7][CH2:8][CH2:9][CH2:10][CH2:11][CH2:12][CH2:13][CH2:14][CH2:15][CH2:16][CH2:17][CH2:18][CH2:19][CH2:20][CH2:21][CH2:22][CH3:23]>C1COCC1>[P:1]([OH:5])([OH:4])([OH:3])=[O:2].[CH2:6]([NH2:24])[CH2:7][CH2:8][CH2:9][CH2:10][CH2:11][CH2:12][CH2:13][CH2:14][CH2:15][CH2:16][CH2:17][CH2:18][CH2:19][CH2:20][CH2:21][CH2:22][CH3:23] |f:3.4|. Reported procedure: 85% phosphoric acid (1.0 mole) was added to a solution of octadecylamine (1.0 mole) in THF until the pH reached 5. The white precipitate was filtered under reduced pressure with a water aspirator and then washed with water. The white precipitate was dispersed in water at 10% solids. The white dispersion was warmed to a cloudy dispersion at 80° C. before coating.